This data is from the Open Reaction Database (ORD), a public repository of structured organic reaction records. The task is: describe an organic reaction: reactants, conditions, products, and yield Starting materials: BrC1=CC=C(C=C1)C1=NSC2=C1C=CC(=C2)C#CCCCOS(=O)(=O)C (Methanesulfonic acid 5-[3-(4-bromo-phenyl)-benzo[d]isothiazol-6-yl]-pent-4-ynyl ester), CNC (Dimethylamine). Product: BrC1=CC=C(C=C1)C1=NSC2=C1C=CC(=C2)C#CCCCN(C)C ({5-[3-(4-Bromo-phenyl)-benzo[d]isothiazol-6-yl]-pent-4-ynyl}-dimethyl-amine). RXN SMILES: [Br:1][C:2]1[CH:7]=[CH:6][C:5]([C:8]2[C:12]3[CH:13]=[CH:14][C:15]([C:17]#[C:18][CH2:19][CH2:20][CH2:21]OS(C)(=O)=O)=[CH:16][C:11]=3[S:10][N:9]=2)=[CH:4][CH:3]=1.[CH3:27][NH:28][CH3:29]>>[Br:1][C:2]1[CH:7]=[CH:6][C:5]([C:8]2[C:12]3[CH:13]=[CH:14][C:15]([C:17]#[C:18][CH2:19][CH2:20][CH2:21][N:28]([CH3:29])[CH3:27])=[CH:16][C:11]=3[S:10][N:9]=2)=[CH:4][CH:3]=1. Procedure details: In analogy to example 16.1, Methanesulfonic acid 5-[3-(4-bromo-phenyl)-benzo[d]isothiazol-6-yl]-pent-4-ynyl ester and Dimethylamine were converted to yield {5-[3-(4-Bromo-phenyl)-benzo[d]isothiazol-6-yl]-pent-4-ynyl}-dimethyl-amine as off-white semisolid, MS: 399 (MH+, 1Br).